From a dataset of the Open Reaction Database (ORD), a public repository of structured organic reaction records. describe an organic reaction: reactants, conditions, products, and yield Starting materials: Cl, [K+], [OH-], CCOC(=O)Cc1ccc(OCc2nc(-c3ccco3)oc2C)c(OC)c1. The product is COc1cc(CC(=O)O)ccc1OCc1nc(-c2ccco2)oc1C. RXN SMILES: [ClH:28].[K+:30].[OH-:29].[o:1]1[c:2](-[c:6]2[o:7][c:8]([CH3:27])[c:9]([CH2:11][O:12][c:13]3[c:14]([O:25][CH3:26])[cH:15][c:16]([CH2:19][C:20](=[O:21])[O:22][CH2:23][CH3:24])[cH:17][cH:18]3)[n:10]2)[cH:3][cH:4][cH:5]1>>[o:1]1[c:2](-[c:6]2[o:7][c:8]([CH3:27])[c:9]([CH2:11][O:12][c:13]3[c:14]([O:25][CH3:26])[cH:15][c:16]([CH2:19][C:20](=[O:21])[OH:22])[cH:17][cH:18]3)[n:10]2)[cH:3][cH:4][cH:5]1. Reactants: O (water), FC(C1=CC=C(OC2=CC=C(OC(CO)C)C=C2)C=C1)(F)F (β-[4-(4-trifluoromethylphenoxy)phenoxy]propanol), CI (methyl iodide), [Na] (sodium). Run in O1CCOCC1 (dioxane). Yields the product COCC(C)OC1=CC=C(C=C1)OC1=CC=C(C=C1)C(F)(F)F (α-Methoxy-β-[4-(4-trifluoromethylphenoxy)-phenoxy]propane). The yield is 67.0%. RXN SMILES: [F:1][C:2]([F:22])([F:21])[C:3]1[CH:20]=[CH:19][C:6]([O:7][C:8]2[CH:18]=[CH:17][C:11]([O:12][CH:13]([CH3:16])[CH2:14][OH:15])=[CH:10][CH:9]=2)=[CH:5][CH:4]=1.[Na].[CH3:24]I.O>O1CCOCC1>[CH3:24][O:15][CH2:14][CH:13]([O:12][C:11]1[CH:17]=[CH:18][C:8]([O:7][C:6]2[CH:19]=[CH:20][C:3]([C:2]([F:21])([F:22])[F:1])=[CH:4][CH:5]=2)=[CH:9][CH:10]=1)[CH3:16] |^1:22|. Procedure: 6 g of β-[4-(4-trifluoromethylphenoxy)phenoxy]propanol was dissolved in 30 ml of dioxane and 0.46 g of sodium was added to the solution. The mixture was then heated for 3 hours while refluxing. 3.1 g of methyl iodide was added thereto and the resulting mixture was heated for 6 hours while refluxing. The reaction mixture was then poured into an appropriate amount of water and extracted with diethyl ether. The extract was washed with water and dried over anhydrous sodium sulfate. The ether was rem... The reactants are C1(CCCCCN1)=O (ε-caprolactam), C(CCCCCCCCCCC)(=O)[O-].C(CCCCCCCCCCC)(=O)[O-].C(CCC)[Sn+2]CCCC (dibutyl-tin dilaurate), ( C ), 69, C(=C)N=C=O (vinyl isocyanate). Solvent: C(C)(=O)OCC (ethyl acetate), C(C)(=O)OCC (ethyl acetate). Run at temperature 50 celsius, time 5 hour. Product: C(=C)NC(=O)N1C(CCCCC1)=O (N-(N'-Vinylcarbamyl)-caprolactam). Reaction SMILES: [C:1]1(=[O:8])[NH:7][CH2:6][CH2:5][CH2:4][CH2:3][CH2:2]1.C([O-])(=O)CCCCCCCCCCC.C([O-])(=O)CCCCCCCCCCC.C([Sn+2]CCCC)CCC.[CH:46]([N:48]=[C:49]=[O:50])=[CH2:47]>C(OCC)(=O)C>[CH:46]([NH:48][C:49]([N:7]1[CH2:6][CH2:5][CH2:4][CH2:3][CH2:2][C:1]1=[O:8])=[O:50])=[CH2:47] |f:1.2.3|. Procedure: 113 parts of ε-caprolactam, 91 parts of ethyl acetate and 0.015% of dibutyl-tin dilaurate are initially taken in a reaction vessel and are heated at about 50° C. A mixture of 69 parts of vinyl isocyanate and 91 parts of ethyl acetate is added dropwise in the course of 1 hour, after which the mixture is allowed to continue reacting for a further 5 hours. A pale yellow clear solution is obtained. Content of blocked isocyanate groups: 11.5%. Preparation of component (C) Reactants: Cl (HCl), C(C=C)C1(CCN(CC1)C(=O)OC(C)(C)C)C(=O)O (4-allyl-1-(tert-butoxycarbonyl)piperidine-4-carboxylic acid), CO (MeOH). Product: C(C=C)C1(CCNCC1)C(=O)OC (Methyl 4-allylpiperidine-4-carboxylate), hydrochloride salt. As a reaction SMILES: Cl.[CH2:2]([C:5]1([C:18]([OH:20])=[O:19])[CH2:10][CH2:9][N:8](C(OC(C)(C)C)=O)[CH2:7][CH2:6]1)[CH:3]=[CH2:4].[CH3:21]O>>[CH2:2]([C:5]1([C:18]([O:20][CH3:21])=[O:19])[CH2:6][CH2:7][NH:8][CH2:9][CH2:10]1)[CH:3]=[CH2:4]. Procedure: HCl (g) was bubbled through a solution of 4-allyl-1-(tert-butoxycarbonyl)piperidine-4-carboxylic acid [Jiang et al. (2004) Bioorg. Med. Chem. Lett. 14, 3675-3678] (6.50 g, 24.1 mmol,) in MeOH (200 mL). The solution was heated at reflux for 16 h and then concentrated in vacuo to give the title compound as the hydrochloride salt. MS: m/z=184 (M+1). Reactants: COC(=O)c1ccc(OC(C)C)cc1OC, Cl, [Na+], C1CCOC1, [OH-]. The product is COc1cc(OC(C)C)ccc1C(=O)O. Reaction SMILES: [CH:1]([CH3:2])([CH3:3])[O:4][c:5]1[cH:6][c:7]([O:15][CH3:16])[c:8]([C:9](=[O:10])[O:11][CH3:12])[cH:13][cH:14]1.[ClH:19].[Na+:18].[O:20]1[CH2:21][CH2:22][CH2:23][CH2:24]1.[OH-:17]>>[CH:1]([CH3:2])([CH3:3])[O:4][c:5]1[cH:6][c:7]([O:15][CH3:16])[c:8]([C:9](=[O:10])[OH:11])[cH:13][cH:14]1. Reactants: C(C)(C)(C)OO (t-butyl hydroperoxide), C(\C=C\C(=O)[O-])(=O)O[O-] (peroxyfumarate), C(\C=C\C(=O)Cl)(=O)Cl (fumaryl chloride), C(CCC)O (n-butanol). The solvent is CC(=C)C1=CC=CC=C1 (alpha-methylstyrene). Product: C(\C=C\C(=O)OOC(C)(C)C)(=O)OOC(C)(C)C (Di-t-Butyl Diperoxyfumarate). RXN SMILES: [C:1]([O:5][OH:6])([CH3:4])([CH3:3])[CH3:2].C(Cl)(=O)/[CH:8]=[CH:9]/[C:10](Cl)=O.[CH2:15](O)CCC.[C:20]([O:27][O-:28])(=[O:26])/[CH:21]=[CH:22]/[C:23]([O-:25])=O>CC(C1C=CC=CC=1)=C>[C:20]([O:27][O:28][C:9]([CH3:8])([CH3:10])[CH3:15])(=[O:26])/[CH:21]=[CH:22]/[C:23]([O:6][O:5][C:1]([CH3:4])([CH3:3])[CH3:2])=[O:25]. Procedure details: Since the actual yield and the actual Act[O] were 38.0 g and 7.31%, respectively, the uncorrected yield was 77.2% and the yield corrected for Act[O] (i.e., the corrected yield) was 79.1%. The higher than expected Act[O] indicated that t-butyl hydroperoxide was somewhat more reactive towards fumaryl chloride than the n-butanol was. The first peroxyfumarate composition (Preparation 1) was found to have a half-life of 19.0 hours at 100° C. in alpha-methylstyrene based on conventional determination ... The reactants are CC1OC1 (2-Methyl-oxirane), BrC=1C2=C(SC1CCN(C)C)C=CC=C2 ([2-(3-bromo-benzo[b]thiophen-2-yl)-ethyl]-dimethyl-amine), CN(C)CCN(C)C (TMEDA), [Li]CCCC (n-BuLi). The solvent is C1(=CC=CC=C1)C (toluene). Conditions: temperature -78 celsius, time 45 minute. The product is CN(CCC1=C(C2=C(S1)C=CC=C2)CC(C)O)C (1-[2-(2-dimethylamino-ethyl)-benzo[b]thiophen-3-yl]-propan-2-ol). Yield: 17.5%. Reaction SMILES: Br[C:2]1[C:3]2[CH:15]=[CH:14][CH:13]=[CH:12][C:4]=2[S:5][C:6]=1[CH2:7][CH2:8][N:9]([CH3:11])[CH3:10].CN(CCN(C)C)C.[Li]CCCC.[CH3:29][CH:30]1[CH2:32][O:31]1>C1(C)C=CC=CC=1>[CH3:10][N:9]([CH3:11])[CH2:8][CH2:7][C:6]1[S:5][C:4]2[CH:12]=[CH:13][CH:14]=[CH:15][C:3]=2[C:2]=1[CH2:29][CH:30]([OH:31])[CH3:32]. Procedure details: A solution of [2-(3-bromo-benzo[b]thiophen-2-yl)-ethyl]-dimethyl-amine (285 mg, 1 mmol) and TMEDA (181 uL, 1.2 mmol) in toluene (12 mL) was cooled to −78° C. n-BuLi (750 uL, 1.2 mmol, 1.6M in hexanes) was added and the reaction was stirred at −78° C. for 45 min. 2-Methyl-oxirane (280 uL, 4 mmol) was added at −78° C. and the reaction was allowed to slowly reach room temperature, while being stirred overnight. The reaction was quenched with NH4Cl, pH was adjusted with sat. NaHCO3 until pH ˜9, foll... The reactants are O=C([O-])O, C=C1CCN(C(=O)OCc2ccccc2)C1, ClCCl, [Na+], [Na+], [Na+], O=S([O-])[O-]. Yields the product O=C(OCc1ccccc1)N1CCC2(CO2)C1. RXN SMILES: [C:17]([O-:18])(=[O:19])[OH:20].[CH2:1]([c:2]1[cH:3][cH:4][cH:5][cH:6][cH:7]1)[O:8][C:9](=[O:10])[N:11]1[CH2:12][C:13](=[CH2:16])[CH2:14][CH2:15]1.[Cl:22][CH2:23][Cl:24].[Na+:21].[Na+:29].[Na+:30].[S:25]([O-:26])([O-:27])=[O:28]>>[CH2:1]([c:2]1[cH:3][cH:4][cH:5][cH:6][cH:7]1)[O:8][C:9](=[O:10])[N:11]1[CH2:12][C:13]2([CH2:14][CH2:15]1)[CH2:16][O:18]2.